Dataset: the Open Reaction Database (ORD), a public repository of structured organic reaction records. Task: describe an organic reaction: reactants, conditions, products, and yield The reactants are Cl (hydrochloric acid), N (ammonia), C(C)(=O)NC1=CC=C2NC=C3C[C@H]4N(C[C@H](C=C4C1=C32)NC(N(CC)CC)=O)C (3-(12-acetylamino-9,10-didehydro-6-methyl-8α-ergolinyl)-1,1-diethylurea), [H-].C(C(C)C)[Al+]CC(C)C (diisobutyl aluminum hydride), C(C(O)C(O)C(=O)O)(=O)O (tartaric acid). Run in O (water), O1CCOCC1 (dioxane), C1(=CC=CC=C1)C (toluene). Reaction conditions: temperature 100 celsius. Product: C(C)NC1=CC=C2NC=C3C[C@H]4N(C[C@H](C=C4C1=C32)NC(N(CC)CC)=O)C (3-(9,10-didehydro-12-ethylamino-6-methyl-8α-ergolinyl)-1,1-diethylurea). The yield is 70.0%. RXN SMILES: [C:1]([NH:4][C:5]1[C:19]2=[C:20]3[C:8]([NH:9][CH:10]=[C:11]3[CH2:12][C@@H:13]3[C:18]2=[CH:17][C@H:16]([NH:21][C:22](=[O:28])[N:23]([CH2:26][CH3:27])[CH2:24][CH3:25])[CH2:15][N:14]3[CH3:29])=[CH:7][CH:6]=1)(=O)[CH3:2].[H-].C([Al+]CC(C)C)C(C)C.Cl.N.C(O)(=O)C(C(C(O)=O)O)O>O1CCOCC1.C1(C)C=CC=CC=1.O>[CH2:1]([NH:4][C:5]1[C:19]2=[C:20]3[C:8]([NH:9][CH:10]=[C:11]3[CH2:12][C@@H:13]3[C:18]2=[CH:17][C@H:16]([NH:21][C:22](=[O:28])[N:23]([CH2:24][CH3:25])[CH2:26][CH3:27])[CH2:15][N:14]3[CH3:29])=[CH:7][CH:6]=1)[CH3:2] |f:1.2|. Reported procedure: 200 mg of 3-(12-acetylamino-9,10-didehydro-6-methyl-8α-ergolinyl)-1,1-diethylurea is dissolved in 10 ml of dioxane, combined with 2 ml of 20% diisobutyl aluminum hydride solution in toluene, and heated to 100° C. for 7 hours. The mixture is allowed to cool, then, under cooling, first water, thereafter 2N hydrochloric acid are added thereto, and the solution is rendered alkaline with dilute ammonia, after adding about 1 g of tartaric acid. The mixture is extracted by shaking with methylene chlori...